From a dataset of the Open Reaction Database (ORD), a public repository of structured organic reaction records. describe an organic reaction: reactants, conditions, products, and yield Starting materials: CCN(C(C)C)C(C)C, NCC1Cc2cccc(-c3ccc(Cl)cc3Cl)c2O1, O=C(Cl)OCc1ccccc1. Product: O=C(NCC1Cc2cccc(-c3ccc(Cl)cc3Cl)c2O1)OCc1ccccc1. RXN SMILES: [CH:20]([N:21]([CH:22]([CH3:23])[CH3:24])[CH2:25][CH3:26])([CH3:27])[CH3:28].[Cl:1][c:2]1[c:3](-[c:9]2[cH:10][cH:11][cH:12][c:13]3[c:17]2[O:16][CH:15]([CH2:18][NH2:19])[CH2:14]3)[cH:4][cH:5][c:6]([Cl:8])[cH:7]1.[Cl:29][C:30](=[O:31])[O:32][CH2:33][c:34]1[cH:35][cH:36][cH:37][cH:38][cH:39]1>>[Cl:1][c:2]1[c:3](-[c:9]2[cH:10][cH:11][cH:12][c:13]3[c:17]2[O:16][CH:15]([CH2:18][NH:19][C:30](=[O:31])[O:32][CH2:33][c:34]2[cH:35][cH:36][cH:37][cH:38][cH:39]2)[CH2:14]3)[cH:4][cH:5][c:6]([Cl:8])[cH:7]1.